From a dataset of the Open Reaction Database (ORD), a public repository of structured organic reaction records. describe an organic reaction: reactants, conditions, products, and yield Reactants: C1=NC=CC2=C(C=CC=C12)CC(=O)OC (methyl 5-isoquinolinylacetate), N (NH3), BrC1=CC=C(C=C1)C(C)N (1-(4-bromophenyl)ethanamine), BrC1=CC=C(CN)C=C1 (4-bromobenzylamine). The product is BrC1=CC=C(C=C1)C(C)NC(CC1=C2C=CN=CC2=CC=C1)=O (N-[1-(4-bromophenyl)ethyl]-2-(5-isoquinolinyl)acetamide). RXN SMILES: [CH:1]1[C:10]2[C:5](=[C:6]([CH2:11][C:12]([O:14]C)=O)[CH:7]=[CH:8][CH:9]=2)[CH:4]=[CH:3][N:2]=1.[Br:16][C:17]1[CH:22]=[CH:21][C:20]([CH:23]([NH2:25])[CH3:24])=[CH:19][CH:18]=1.BrC1C=CC(CN)=CC=1.N>>[Br:16][C:17]1[CH:22]=[CH:21][C:20]([CH:23]([NH:25][C:12](=[O:14])[CH2:11][C:6]2[CH:7]=[CH:8][CH:9]=[C:10]3[C:5]=2[CH:4]=[CH:3][N:2]=[CH:1]3)[CH3:24])=[CH:19][CH:18]=1. Reported procedure: The title compound was prepared using the procedure described in Example 132C using the product from Example 133B and 1-(4-bromophenyl)ethanamine instead of the product from Example 132B and 4-bromobenzylamine. 1H NMR (300 MHz, d6-DMSO) 9.81 (s, 1H), 9.00 (d, 1H), 8.70 (d, 1H), 8.48 (d, 1H), 8.40 (d, 1H), 8.04 (d, 1H), 7.92 (m, 1H), 7.51 (d, 2H), 7.23 (d, 2H), 4.84 (m, 1H), 4.10 (s, 2H), 1.35 (d, 3H). MS (DCI/NH3) m/e 369 (M+H)+; Anal. Calcd. For C19H17N2OBr.1.0HCl.1.0H2O: C, 53.86; H, 4.76; N, ... Reactants: NC1=CC(=C(C(=O)OC)C=C1C(N)=O)O (methyl 4-amino-5-carbamoyl-2-hydroxybenzoate), C(=O)O (formic acid). Product: OC1=C(C=C2C(NC=NC2=C1)=O)C(=O)OC (methyl 7-hydroxy-4-oxo-3,4-dihydroquinazolin-6-carboxylate). RXN SMILES: [NH2:1][C:2]1[C:11]([C:12](=[O:14])[NH2:13])=[CH:10][C:5]([C:6]([O:8][CH3:9])=[O:7])=[C:4]([OH:15])[CH:3]=1.[CH:16](O)=O>>[OH:15][C:4]1[CH:3]=[C:2]2[C:11]([C:12](=[O:14])[NH:13][CH:16]=[N:1]2)=[CH:10][C:5]=1[C:6]([O:8][CH3:9])=[O:7]. Procedure details: A mixture of methyl 4-amino-5-carbamoyl-2-hydroxybenzoate (5.4 g) and formic acid (50 ml) was heated to reflux for 1 hour. The mixture was evaporated. Toluene (75 ml) was added and the mixture was evaporated. The solid residue was washed with methanol and diethyl ether and dried to give methyl 7-hydroxy-4-oxo-3,4-dihydroquinazolin-6-carboxylate (5.2 g); NMR Spectrum: (DMSOd6) 4.9 (s, 3H), 7.09 (s, 1H), 7.39 (s, 1H), 8.5 (s, 1H). Starting materials: C1CCOC1, CCOP(C)(=O)CCN(C(=O)C1CCC(C)CC1)c1cc(C#CC(C)(C)C)sc1C(=O)OC, CO, Cl, [Li+], [OH-], O. Product: CCOP(C)(=O)CCN(C(=O)C1CCC(C)CC1)c1cc(C#CC(C)(C)C)sc1C(=O)O. RXN SMILES: [CH2:38]1[O:39][CH2:40][CH2:41][CH2:42]1.[CH3:1][O:2][C:3](=[O:4])[c:5]1[s:6][c:7]([C:28]#[C:29][C:30]([CH3:31])([CH3:32])[CH3:33])[cH:8][c:9]1[N:10]([C:11](=[O:12])[CH:13]1[CH2:14][CH2:15][CH:16]([CH3:19])[CH2:17][CH2:18]1)[CH2:20][CH2:21][P:22](=[O:23])([CH3:24])[O:25][CH2:26][CH3:27].[CH3:43][OH:44].[ClH:37].[Li+:35].[OH-:34].[OH2:36]>>[O:2]=[C:3]([OH:4])[c:5]1[s:6][c:7]([C:28]#[C:29][C:30]([CH3:31])([CH3:32])[CH3:33])[cH:8][c:9]1[N:10]([C:11](=[O:12])[CH:13]1[CH2:14][CH2:15][CH:16]([CH3:19])[CH2:17][CH2:18]1)[CH2:20][CH2:21][P:22](=[O:23])([CH3:24])[O:25][CH2:26][CH3:27]. The reactants are C1CCOC1, CCO, CC(=O)Nc1nc(CCl)cs1, [H-], [Na+], Oc1ccccc1. Product: CC(=O)Nc1nc(COc2ccccc2)cs1. Reaction SMILES: [CH2:21]1[O:22][CH2:23][CH2:24][CH2:25]1.[CH3:26][CH2:27][OH:28].[Cl:10][CH2:11][c:12]1[n:13][c:14]([NH:17][C:18]([CH3:19])=[O:20])[s:15][cH:16]1.[H-:1].[Na+:2].[OH:3][c:4]1[cH:5][cH:6][cH:7][cH:8][cH:9]1>>[O:3]([c:4]1[cH:5][cH:6][cH:7][cH:8][cH:9]1)[CH2:11][c:12]1[n:13][c:14]([NH:17][C:18]([CH3:19])=[O:20])[s:15][cH:16]1.